This data is from the Open Reaction Database (ORD), a public repository of structured organic reaction records. The task is: describe an organic reaction: reactants, conditions, products, and yield The reactants are CS(=O)(=O)OCCC1CCCC1, CN(C)P(=O)(N(C)C)N(C)C, CCOC(=O)c1ccc(N)cc1. Yields the product CCOC(=O)c1ccc(NCCC2CCCC2)cc1. RXN SMILES: [CH3:1][S:2]([O:3][CH2:6][CH2:7][CH:8]1[CH2:9][CH2:10][CH2:11][CH2:12]1)(=[O:4])=[O:5].[CH3:25][N:26]([P:27]([N:28]([CH3:29])[CH3:30])([N:31]([CH3:32])[CH3:33])=[O:34])[CH3:35].[NH2:13][c:14]1[cH:15][cH:16][c:17]([C:18](=[O:19])[O:20][CH2:21][CH3:22])[cH:23][cH:24]1>>[CH2:6]([CH2:7][CH:8]1[CH2:9][CH2:10][CH2:11][CH2:12]1)[NH:13][c:14]1[cH:15][cH:16][c:17]([C:18](=[O:19])[O:20][CH2:21][CH3:22])[cH:23][cH:24]1. Starting materials: F[B-](F)(F)F, CCN(C(C)C)C(C)C, Cc1sc(C(=O)O)c2c1C1C(C2)C1(C)C, O=CO, Cl, Cc1cc(CN)ccc1O, CN(C)C=O, CN(C)C(On1nnc2ccccc21)=[N+](C)C. The product is Cc1cc(CNC(=O)c2sc(C)c3c2CC2C3C2(C)C)ccc1O. Reaction SMILES: [B-:16]([F:17])([F:18])([F:19])[F:20].[CH2:38]([N:39]([CH:40]([CH3:41])[CH3:42])[CH:43]([CH3:44])[CH3:45])[CH3:46].[CH3:1][C:2]1([CH3:15])[CH:3]2[CH:4]1[CH2:5][c:6]1[c:7]([C:12](=[O:13])[OH:14])[s:8][c:9]([CH3:11])[c:10]12.[CH:63]([OH:64])=[O:65].[ClH:47].[NH2:48][CH2:49][c:50]1[cH:51][c:52]([CH3:57])[c:53]([OH:56])[cH:54][cH:55]1.[O:58]=[CH:59][N:60]([CH3:61])[CH3:62].[n:21]1([O:22][C:23]([N:24]([CH3:25])[CH3:26])=[N+:27]([CH3:28])[CH3:29])[c:30]2[cH:31][cH:32][cH:33][cH:34][c:35]2[n:36][n:37]1>>[CH3:1][C:2]1([CH3:15])[CH:3]2[CH:4]1[CH2:5][c:6]1[c:7]([C:12](=[O:14])[NH:48][CH2:49][c:50]3[cH:51][c:52]([CH3:57])[c:53]([OH:56])[cH:54][cH:55]3)[s:8][c:9]([CH3:11])[c:10]12. The reactants are BrC1=NC=C2C=C(N=CC2=C1)O (7-bromo-3-hydroxy-6-azaisoquinoline), BrCC1=CC=C(C=C1)S(=O)(=O)N (4-bromomethyl-benzene sulfonamide), C([O-])([O-])=O.[Cs+].[Cs+] (cesium carbonate). Run in CN(C=O)C (dimethyl-formamide). Yields the product BrC=1N=CC2=CC(N(C=C2C1)CC1=CC=C(C=C1)S(=O)(=O)N)=O (4-(7-bromo-3-oxo-2H-6-azaisoquinolin-2-ylmethyl)benzenesulfonamide). RXN SMILES: [Br:1][C:2]1[CH:11]=[C:10]2[C:5]([CH:6]=[C:7]([OH:12])[N:8]=[CH:9]2)=[CH:4][N:3]=1.Br[CH2:14][C:15]1[CH:20]=[CH:19][C:18]([S:21]([NH2:24])(=[O:23])=[O:22])=[CH:17][CH:16]=1.C(=O)([O-])[O-].[Cs+].[Cs+]>CN(C)C=O>[Br:1][C:2]1[N:3]=[CH:4][C:5]2[C:10]([CH:11]=1)=[CH:9][N:8]([CH2:14][C:15]1[CH:16]=[CH:17][C:18]([S:21]([NH2:24])(=[O:23])=[O:22])=[CH:19][CH:20]=1)[C:7](=[O:12])[CH:6]=2 |f:2.3.4|. Procedure details: The alkylation of 7-bromo-3-hydroxy-6-azaisoquinoline (1.00 g, 4.40 mmol) using 4-bromomethyl-benzene sulfonamide (1.67 g, 6.69 mmol) and cesium carbonate (2.18 g, 6.69 mmol) in dimethyl-formamide is carried out as previously described in Example 1, Step (1). Purification on a silica gel column eluted with hexanes/ethyl acetate 3:1, followed by trituration with hexanes/ethyl acetate 4:1 will afford the desired product. Reactants: Nc1ccccc1F, O=C(O)c1ccccc1. Product: Nc1ccc(C(=O)c2ccccc2)cc1F. Reaction SMILES: [NH2:10][c:11]1[cH:12][cH:13][cH:14][cH:15][c:16]1[F:17].[OH:1][C:2](=[O:3])[c:4]1[cH:5][cH:6][cH:7][cH:8][cH:9]1>>[O:1]=[C:2]([c:4]1[cH:5][cH:6][cH:7][cH:8][cH:9]1)[c:14]1[cH:13][cH:12][c:11]([NH2:10])[c:16]([F:17])[cH:15]1. Starting materials: CCO, CCOC(=O)c1cnc2ccc(OCC)nc2c1Cl, Nc1ccc(OCC(O)CO)cc1. The product is CCOC(=O)c1cnc2ccc(OCC)nc2c1Nc1ccc(OCC(O)CO)cc1. RXN SMILES: [CH3:33][CH2:34][OH:35].[Cl:1][c:2]1[c:3]([C:15](=[O:16])[O:17][CH2:18][CH3:19])[cH:4][n:5][c:6]2[cH:7][cH:8][c:9]([O:12][CH2:13][CH3:14])[n:10][c:11]12.[OH:20][CH:21]([CH2:22][O:23][c:24]1[cH:25][cH:26][c:27]([NH2:28])[cH:29][cH:30]1)[CH2:31][OH:32]>>[c:2]1([NH:28][c:27]2[cH:26][cH:25][c:24]([O:23][CH2:22][CH:21]([OH:20])[CH2:31][OH:32])[cH:30][cH:29]2)[c:3]([C:15](=[O:16])[O:17][CH2:18][CH3:19])[cH:4][n:5][c:6]2[cH:7][cH:8][c:9]([O:12][CH2:13][CH3:14])[n:10][c:11]12. The reactants are COC(=O)CC(O)C(Cc1ccc(Cl)c(Cl)c1)N(C)C(=O)OC(C)(C)C, Cc1ccccc1, Cl, [Li+], [OH-], O, O. Product: CN(C(=O)OC(C)(C)C)C(Cc1ccc(Cl)c(Cl)c1)C(O)CC(=O)O. RXN SMILES: [CH3:2][O:3][C:4]([CH2:5][CH:6]([CH:7]([CH2:8][c:9]1[cH:10][c:11]([Cl:16])[c:12]([Cl:15])[cH:13][cH:14]1)[N:17]([CH3:18])[C:19](=[O:20])[O:21][C:22]([CH3:23])([CH3:24])[CH3:25])[OH:26])=[O:27].[CH3:32][c:33]1[cH:34][cH:35][cH:36][cH:37][cH:38]1.[ClH:31].[Li+:30].[OH-:29].[OH2:1].[OH2:28]>>[O:3]=[C:4]([CH2:5][CH:6]([CH:7]([CH2:8][c:9]1[cH:10][c:11]([Cl:16])[c:12]([Cl:15])[cH:13][cH:14]1)[N:17]([CH3:18])[C:19](=[O:20])[O:21][C:22]([CH3:23])([CH3:24])[CH3:25])[OH:26])[OH:27]. The reactants are C(C)OC1=NNC=C1CCC(=O)OCC (ethyl 3-(3-ethoxy-1H-pyrazol-4-yl]propionate), ClCC=1C=C(OCC=2N=C(OC2C)C2=CC=CC=C2)C=CC1 (4-(3-chloromethylphenoxymethyl)-5-methyl-2-phenyloxazole), CN(C=O)C (N,N-dimethylformamide), [H-].[Na+] (sodium hydride). The solvent is O (water). Run at time 30 minute. Yields the product C(C)OC1=NN(C=C1CCC(=O)OCC)CC1=CC(=CC=C1)OCC=1N=C(OC1C)C1=CC=CC=C1 (ethyl 3-[3-ethoxy-1-[3-(5-methyl-2-phenyl-4-oxazolylmethoxy)benzyl]-1H-pyrazol-4-yl]propionate). Isolated yield 68.9%. RXN SMILES: [CH2:1]([O:3][C:4]1[C:8]([CH2:9][CH2:10][C:11]([O:13][CH2:14][CH3:15])=[O:12])=[CH:7][NH:6][N:5]=1)[CH3:2].Cl[CH2:17][C:18]1[CH:19]=[C:20]([CH:35]=[CH:36][CH:37]=1)[O:21][CH2:22][C:23]1[N:24]=[C:25]([C:29]2[CH:34]=[CH:33][CH:32]=[CH:31][CH:30]=2)[O:26][C:27]=1[CH3:28].CN(C)C=O.[H-].[Na+]>O>[CH2:1]([O:3][C:4]1[C:8]([CH2:9][CH2:10][C:11]([O:13][CH2:14][CH3:15])=[O:12])=[CH:7][N:6]([CH2:17][C:18]2[CH:37]=[CH:36][CH:35]=[C:20]([O:21][CH2:22][C:23]3[N:24]=[C:25]([C:29]4[CH:34]=[CH:33][CH:32]=[CH:31][CH:30]=4)[O:26][C:27]=3[CH3:28])[CH:19]=2)[N:5]=1)[CH3:2] |f:3.4|. Reported procedure: To a mixture of ethyl 3-(3-ethoxy-1H-pyrazol-4-yl]propionate (509 mg), 4-(3-chloromethylphenoxymethyl)-5-methyl-2-phenyloxazole (753 mg), and N,N-dimethylformamide (10 ml), sodium hydride (60%, oily, 96.0 mg) was added at 0° C., and then the mixture was stirred at room temperature for 30 minutes. The reaction mixture was poured into water, which was extracted with ethyl acetate. The ethyl acetate layer was washed with water, then, with saturated aqueous sodium chloride solution, dried (MgSO4) an... Reactants: Cn1ccc2cc(Br)ccc21, Cc1cccc(C)n1, CN(C)C=O, COC(=O)C(Br)c1ccc2c(c1)OCO2. Yields the product COC(=O)C(c1ccc2c(c1)OCO2)c1cn(C)c2ccc(Br)cc12. RXN SMILES: [Br:24][c:25]1[cH:26][c:27]2[cH:28][cH:29][n:30]([CH3:34])[c:31]2[cH:32][cH:33]1.[CH3:1][c:2]1[n:3][c:4]([CH3:5])[cH:6][cH:7][cH:8]1.[CH3:35][N:36]([CH3:37])[CH:38]=[O:39].[O:9]1[CH2:10][O:11][c:12]2[c:13]1[cH:14][cH:15][c:16]([CH:18]([C:19](=[O:20])[O:21][CH3:22])[Br:23])[cH:17]2>>[O:9]1[CH2:10][O:11][c:12]2[c:13]1[cH:14][cH:15][c:16]([CH:18]([C:19](=[O:20])[O:21][CH3:22])[c:28]1[c:27]3[cH:26][c:25]([Br:24])[cH:33][cH:32][c:31]3[n:30]([CH3:34])[cH:29]1)[cH:17]2. The reactants are COC(=O)/C=C/C(=O)O ((2E)-3-(methoxycarbonyl)prop-2-enoic acid), Cl.CN(CCCN=C=NCC)C (N-(3-dimethylaminopropyl)-N′-ethylcarbodiimide hydrochloride), carboxylic acid, C(C)N(C([C@H](C)O)=O)CC ((2S)—N,N-Diethyl-2-hydroxypropanamide). The reagents and catalysts are CN(C)C1=CC=NC=C1 (4-(N,N-dimethyl)aminopyridine). Run in ClCCl (dichloromethane). Yields the product C(\C=C\C(=O)OC)(=O)O[C@@H](C)C(N(CC)CC)=O ((1S)-1-(N,N-Diethylcarbamoyl)ethyl methyl (2E)but-2-ene-1,4-dioate). Isolated yield 21.5%. Reaction SMILES: [CH3:1][O:2][C:3](/[CH:5]=[CH:6]/[C:7]([OH:9])=[O:8])=[O:4].Cl.CN(C)CCCN=C=NCC.[CH2:22]([N:24]([CH2:30][CH3:31])[C:25](=[O:29])[C@@H:26](O)[CH3:27])[CH3:23]>ClCCl.CN(C1C=CN=CC=1)C>[C:7]([O:9][C@H:26]([C:25](=[O:29])[N:24]([CH2:30][CH3:31])[CH2:22][CH3:23])[CH3:27])(=[O:8])/[CH:6]=[CH:5]/[C:3]([O:2][CH3:1])=[O:4] |f:1.2|. Reported procedure: Following general procedure B2, (2E)-3-(methoxycarbonyl)prop-2-enoic acid (methyl hydrogen fumarate, MHF) (0.50 g, 3.84 mmol) was activated with N-(3-dimethylaminopropyl)-N′-ethylcarbodiimide hydrochloride (EDAC) (0.88 g, 4.60 mmol) in 12 mL of dichloromethane (DCM) at ca. 0° C. (2S)—N,N-Diethyl-2-hydroxypropanamide (0.44 g, 3.07 mmol) (0.44 g, 3.07 mmol) and 4-(N,N-dimethyl)aminopyridine (DMAP) (0.40 g, 3.18 mmol) were added to the activated carboxylic acid. After work-up and isolation, and pur...